From a dataset of the Open Reaction Database (ORD), a public repository of structured organic reaction records. describe an organic reaction: reactants, conditions, products, and yield Reactants: NCC=C (1-amino-2-propene), BrC\C=C\C=C ((E)-1-bromo-2,4-pentadiene). Product: C12C=CCCC2CNC1 (8-Azabicyclo[4.3.0]non-2-ene). Reaction SMILES: [NH2:1][CH2:2][CH:3]=[CH2:4].Br[CH2:6]/[CH:7]=[CH:8]/[CH:9]=[CH2:10]>>[CH:9]12[CH2:10][NH:1][CH2:2][CH:3]1[CH2:4][CH2:6][CH:7]=[CH:8]2. Procedure details: Initially introduce 228 g (4.0 mol) of 1-amino-2-propene. Add 58.8 g (0.4 mol) of (E)-1-bromo-2,4-pentadiene (title compound from Example A.1.) dropwise with stirring. Keep the internal temperature in the range from 20°-30° C. by cooling. Stir at room temperature for 5 h. Concentrate the mixture at 150 mbar. Add 20 g (0.5 mol) of sodium hydroxide dissolved in 200 ml of water, extract twice with 100 ml of methylene chloride each time, dry with sodium sulphate, add 0.1 g of 4-hydroxyanisole, conce... The reactants are Cl (HCl), BrC=1C=C2C(C3(CC2=CC1)CCC(CC3)C(F)F)=NS(=O)C(C)(C)C (N-(5′-Bromo-4-(difluoromethyl)spiro[cyclohexane-1,2′-indene]-3′(1′H)-ylidene)-2-methylpropane-2-sulfinamide). Run in O1CCOCC1 (1,4-dioxane). Run at time 8 hour. The product is BrC1=CC=C2CC3(C(C2=C1)=N)CCC(CC3)C(F)F (6′-Bromo-4-(difluoromethyl)spiro[cyclohexane-1,2′-inden]-1′(3′H)-imine). Reaction SMILES: Cl.[Br:2][C:3]1[CH:4]=[C:5]2[C:9](=[CH:10][CH:11]=1)[CH2:8][C:7]1([CH2:16][CH2:15][CH:14]([CH:17]([F:19])[F:18])[CH2:13][CH2:12]1)[C:6]2=[N:20]S(C(C)(C)C)=O>O1CCOCC1>[Br:2][C:3]1[CH:4]=[C:5]2[C:9]([CH2:8][C:7]3([CH2:16][CH2:15][CH:14]([CH:17]([F:18])[F:19])[CH2:13][CH2:12]3)[C:6]2=[NH:20])=[CH:10][CH:11]=1. Procedure details: HCl (4 M in 1,4-dioxane) (3.26 mL, 13.0 mmol) was added to a suspension of N-(5′-bromo-4-(difluoromethyl)spiro[cyclohexane-1,2′-indene]-3′(1′H)-ylidene)-2-methylpropane-2-sulfinamide (Example 128 Step 1, 0.564 g, 1.30 mmol) in 1,4-dioxane (5 mL) and the resulting mixture was stirred under a nitrogen atmosphere at r.t. overnight. The formed precipitate was filtered off and washed with Et2O. The solid was then dissolved in DCM and sat. aq. NaHCO3. The mixture was poured into a phase separator, the... The reactants are COCOC (methylal), Cl (hydrochloric acid), S(O)(O)(=O)=O (sulfuric acid), C(C)(C)(C)C1=CC=C(C(=C1O)C)C (6-tert.-butyl-2,3-dimethylphenol). Yields the product C(C)(C)(C)C=1C(=C(C(=C(CCl)C1)C)C)O (5-tert.-Butyl-2,3-dimethyl-4-hydroxybenzyl chloride). RXN SMILES: [C:1]([C:5]1[C:10](O)=[C:9]([CH3:12])[C:8]([CH3:13])=[CH:7][CH:6]=1)([CH3:4])([CH3:3])[CH3:2].[ClH:14].S(=O)(=O)(O)O.COC[O:23][CH3:24]>C1(C)C=CC=CC=1>[C:1]([C:5]1[C:24]([OH:23])=[C:7]([CH3:6])[C:8]([CH3:13])=[C:9]([CH:10]=1)[CH2:12][Cl:14])([CH3:4])([CH3:3])[CH3:2]. Procedure details: 30 grams of 6-tert.-butyl-2,3-dimethylphenol dissolved in 100 ml of toluene was added to 2.7 ml of concentrated hydrochloric acid containing 3.3 ml of concentrated sulfuric acid at 5° to 10°C. 26 grams of methylal was added dropwise to the above vigorously stirred dispersion over a period of about 15 minutes. After this the reaction mixture was heated at 36° to 37° for 2 hours while bubbling anhydrous gaseous hydrogen chloride through the reaction mixture. The reaction temperature was allowed to... Run in C1(=CC=CC=C1)C (toluene). The reactants are O=C([O-])[O-], CN(C)C=O, O=C1NC(=O)c2cc(Cl)ccc21, Cl, FC(F)(F)CCI, [K+], [K+], O. Product: O=C(O)c1ccc(Cl)cc1C(=O)NCCC(F)(F)F. As a reaction SMILES: [C:20]([O-:21])(=[O:22])[O-:23].[CH3:27][N:28]([CH3:29])[CH:30]=[O:31].[Cl:8][c:9]1[cH:10][c:11]2[c:12]([cH:18][cH:19]1)[C:13](=[O:14])[NH:15][C:16]2=[O:17].[ClH:26].[F:1][C:2]([CH2:3][CH2:4][I:5])([F:6])[F:7].[K+:24].[K+:25].[OH2:32]>>[F:1][C:2]([CH2:3][CH2:4][NH:15][C:16]([c:11]1[cH:10][c:9]([Cl:8])[cH:19][cH:18][c:12]1[C:13](=[O:14])[OH:21])=[O:17])([F:6])[F:7]. Reactants: Brc1ccc2c(c1)CNCC2, CC(C)Oc1ccc(S(C)(=O)=O)cc1C(=O)O. Product: CC(C)Oc1ccc(S(C)(=O)=O)cc1C(=O)N1CCc2ccc(Br)cc2C1. Reaction SMILES: [Br:1][c:2]1[cH:3][cH:4][c:5]2[c:10]([cH:11]1)[CH2:9][NH:8][CH2:7][CH2:6]2.[CH:12]([CH3:13])([CH3:14])[O:15][c:16]1[c:17]([C:18](=[O:19])[OH:20])[cH:21][c:22]([S:25](=[O:26])(=[O:27])[CH3:28])[cH:23][cH:24]1>>[Br:1][c:2]1[cH:3][cH:4][c:5]2[c:10]([cH:11]1)[CH2:9][N:8]([C:18]([c:17]1[c:16]([O:15][CH:12]([CH3:13])[CH3:14])[cH:24][cH:23][c:22]([S:25](=[O:26])(=[O:27])[CH3:28])[cH:21]1)=[O:19])[CH2:7][CH2:6]2. Starting materials: C(C)OC(C(C(=O)C1=C(C=CC(=C1)Cl)OC)Br)=O (2-bromo-3-(5-chloro-2-methoxy-phenyl)-3-oxo-propionic acid ethyl ester), C(C)(=S)N (thioacetamide). Product: ClC=1C=CC(=C(C1)C=1N=C(SC1C(=O)OCC)C)OC (ethyl 4-(5-chloro-2-methoxyphenyl)-2-methylthiazole-5-carboxylate). Reaction SMILES: [CH2:1]([O:3][C:4](=[O:18])[CH:5](Br)[C:6]([C:8]1[CH:13]=[C:12]([Cl:14])[CH:11]=[CH:10][C:9]=1[O:15][CH3:16])=O)[CH3:2].[C:19]([NH2:22])(=[S:21])[CH3:20]>>[Cl:14][C:12]1[CH:11]=[CH:10][C:9]([O:15][CH3:16])=[C:8]([C:6]2[N:22]=[C:19]([CH3:20])[S:21][C:5]=2[C:4]([O:3][CH2:1][CH3:2])=[O:18])[CH:13]=1. Procedure: Using 2-bromo-3-(5-chloro-2-methoxy-phenyl)-3-oxo-propionic acid ethyl ester and thioacetamide, the title compound was prepared following the synthetic procedures described for ethyl 2-amino-4-(5-chloro-2-methoxyphenyl)thiazole-5-carboxylate with additional purification by flash chromatography on silica gel (50 to 100% DCM in cyclohexane) to give ethyl 4-(5-chloro-2-methoxyphenyl)-2-methylthiazole-5-carboxylate. LCMS (ESI) m+H=321.4; 1H NMR (400 MHz, CDCl3): δ 7.38 (d, 1H); 7.33 (dd, 1H); 6.87 (... The reactants are [H-].[H-].[H-].[H-].[Li+].[Al+3] (LAH), C(\C=C\C=C\C\C=C/C\C=C/C\C=C/C\C=C/C\C=C/CC)(=O)OCC (Ethyl (2E,4E,7Z,10Z,13Z,16Z,19Z)-docosa-2,4,7,10,13,16,19-heptaenoate), [NH4+].[Cl-] (NH4Cl). Conditions: temperature 0 celsius, time 45 minute. RXN SMILES: [C:1](OCC)(=[O:23])/[CH:2]=[CH:3]/[CH:4]=[CH:5]/[CH2:6]/[CH:7]=[CH:8]\[CH2:9]/[CH:10]=[CH:11]\[CH2:12]/[CH:13]=[CH:14]\[CH2:15]/[CH:16]=[CH:17]\[CH2:18]/[CH:19]=[CH:20]\[CH2:21][CH3:22].[H-].[H-].[H-].[H-].[Li+].[Al+3].[NH4+].[Cl-]>C1COCC1>[CH2:1]([OH:23])/[CH:2]=[CH:3]/[CH:4]=[CH:5]/[CH2:6]/[CH:7]=[CH:8]\[CH2:9]/[CH:10]=[CH:11]\[CH2:12]/[CH:13]=[CH:14]\[CH2:15]/[CH:16]=[CH:17]\[CH2:18]/[CH:19]=[CH:20]\[CH2:21][CH3:22] |f:1.2.3.4.5.6,7.8|. The product is C(\C=C\C=C\C\C=C/C\C=C/C\C=C/C\C=C/C\C=C/CC)O ((2E,4E,7Z,10Z,13Z,16Z,19Z)-docosa-2,4,7,10,13,16,19-heptaen-1-ol). Procedure: Ethyl (2E,4E,7Z,10Z,13Z,16Z,19Z)-docosa-2,4,7,10,13,16,19-heptaenoate (14) (0.12 g, 0.34 mmol) was dissolved in dry THF (3 mL) and added dropwise to a stirred suspension of LAH (0.013 g, 0.35 mmol) in dry THF (7 mL) at 0° C. The mixture was stirred at 0° C. for 45 minutes, added saturated NH4Cl (5 mL) and filtered through a short pad of celite. The celite was washed with water (10 mL) and heptane (10 mL) and the combined aqueous layer was extracted with heptane (10 mL). The combined organic laye... Solvent: C1CCOC1 (THF), C1CCOC1 (THF).